This data is from the Open Reaction Database (ORD), a public repository of structured organic reaction records. The task is: describe an organic reaction: reactants, conditions, products, and yield Starting materials: Br, CC(=O)OCC1OC(OC(C)=O)C(Cl)C1OC(C)=O, CC=O, CC(=O)O, ClCCl. The product is CC(=O)OCC1OC(Br)C(Cl)C1OC(C)=O. As a reaction SMILES: [BrH:23].[C:1]([O:2][CH:5]1[CH:6]([Cl:19])[CH:7]([O:8][C:9]([CH3:10])=[O:11])[CH:12]([CH2:14][O:15][C:16]([CH3:17])=[O:18])[O:13]1)(=[O:3])[CH3:4].[CH3:20][C:21]=[O:22].[CH3:27][C:28](=[O:29])[OH:30].[Cl:24][CH2:25][Cl:26]>>[CH:5]1([Br:23])[CH:6]([Cl:19])[CH:7]([O:8][C:9]([CH3:10])=[O:11])[CH:12]([CH2:14][O:15][C:16]([CH3:17])=[O:18])[O:13]1. Reactants: C1COCCO1, Cc1onc(-c2c(F)cccc2Cl)c1C(=O)Cl, CCCC[Sn](CCCC)(CCCC)c1nnn(Cc2cc(C(F)(F)F)cc(C(F)(F)F)c2)c1-c1ccccc1, Cl[Pd]Cl, c1ccc(P(c2ccccc2)c2ccccc2)cc1, c1ccc(P(c2ccccc2)c2ccccc2)cc1. The product is Cc1onc(-c2c(F)cccc2Cl)c1C(=O)c1nnn(Cc2cc(C(F)(F)F)cc(C(F)(F)F)c2)c1-c1ccccc1. RXN SMILES: [CH2:57]1[O:58][CH2:59][CH2:60][O:61][CH2:62]1.[Cl:1][c:2]1[c:3](-[c:9]2[n:10][o:11][c:12]([CH3:17])[c:13]2[C:14](=[O:15])[Cl:16])[c:4]([F:8])[cH:5][cH:6][cH:7]1.[F:18][C:19]([c:20]1[cH:21][c:22]([CH2:23][n:24]2[n:25][n:26][c:27]([Sn:35]([CH2:36][CH2:37][CH2:38][CH3:39])([CH2:40][CH2:41][CH2:42][CH3:43])[CH2:44][CH2:45][CH2:46][CH3:47])[c:28]2-[c:29]2[cH:30][cH:31][cH:32][cH:33][cH:34]2)[cH:48][c:49]([C:51]([F:52])([F:53])[F:54])[cH:50]1)([F:55])[F:56].[Pd:63]([Cl:64])[Cl:65].[c:66]1([P:67]([c:68]2[cH:69][cH:70][cH:71][cH:72][cH:73]2)[c:74]2[cH:75][cH:76][cH:77][cH:78][cH:79]2)[cH:80][cH:81][cH:82][cH:83][cH:84]1.[c:85]1([P:86]([c:87]2[cH:88][cH:89][cH:90][cH:91][cH:92]2)[c:93]2[cH:94][cH:95][cH:96][cH:97][cH:98]2)[cH:99][cH:100][cH:101][cH:102][cH:103]1>>[Cl:1][c:2]1[c:3](-[c:9]2[n:10][o:11][c:12]([CH3:17])[c:13]2[C:14](=[O:15])[c:27]2[n:26][n:25][n:24]([CH2:23][c:22]3[cH:21][c:20]([C:19]([F:18])([F:55])[F:56])[cH:50][c:49]([C:51]([F:52])([F:53])[F:54])[cH:48]3)[c:28]2-[c:29]2[cH:30][cH:31][cH:32][cH:33][cH:34]2)[c:4]([F:8])[cH:5][cH:6][cH:7]1. Reaction conditions: temperature 0 celsius, time 5 minute. Run in ClCCl (dichloromethane). Starting materials: ice, CC(C)(C#CCN1CCCC1)O (2-methyl-5-(pyrrolidin-1-yl)-pent-3-yn-2-ol), ClC=1C=C(C=CC1)C1=C(C(=O)OO)C=CC=C1 (3-chlorophenylperoxybenzoic acid). Procedure: To an ice cold solution of 2-methyl-5-(pyrrolidin-1-yl)-pent-3-yn-2-ol (0.25 g) in dichloromethane (6 ml) was added in small portions 3-chlorophenylperoxybenzoic acid (0.285 g) over a period of about 2 minutes. After the reaction was stirred at 0° C. for 5 minutes, the mixture was passed over 20 weight equivalents of basic alumina (Brockmann Grade I, 150 mesh) and eluted with 5% methanol in dichloromethane. All fractions containing the desired amine N-oxide were combined and evaporated to near d... The product is OC(C(C=CN1CCCC1)=O)(C)C (4-Hydroxy-4-methyl-1-(pyrrolidin-1-yl)-pent-1-en-3-one). As a reaction SMILES: [CH3:1][C:2]([OH:12])([C:4]#[C:5][CH2:6][N:7]1[CH2:11][CH2:10][CH2:9][CH2:8]1)[CH3:3].ClC1C=C(C2C=CC=CC=2C(OO)=[O:23])C=CC=1>ClCCl>[OH:12][C:2]([CH3:1])([CH3:3])[C:4](=[O:23])[CH:5]=[CH:6][N:7]1[CH2:8][CH2:9][CH2:10][CH2:11]1.